From a dataset of the Open Reaction Database (ORD), a public repository of structured organic reaction records. describe an organic reaction: reactants, conditions, products, and yield Reactants: [Al+3], [Al+3], C1CCOC1, [Cl-], [Cl-], [Cl-], N#CCc1cc(F)ccc1OCc1ccc(-c2ccc(C(F)(F)F)cc2)cc1, [H-], [H-], [H-], [H-], [Li+], [Na+], [OH-]. Product: NCCc1cc(F)ccc1OCc1ccc(-c2ccc(C(F)(F)F)cc2)cc1. RXN SMILES: [Al+3:30].[Al+3:38].[CH2:41]1[O:42][CH2:43][CH2:44][CH2:45]1.[Cl-:35].[Cl-:36].[Cl-:37].[F:1][c:2]1[cH:3][cH:4][c:5]([O:11][CH2:12][c:13]2[cH:14][cH:15][c:16](-[c:19]3[cH:20][cH:21][c:22]([C:25]([F:26])([F:27])[F:28])[cH:23][cH:24]3)[cH:17][cH:18]2)[c:6]([CH2:8][C:9]#[N:10])[cH:7]1.[H-:29].[H-:32].[H-:33].[H-:34].[Li+:31].[Na+:40].[OH-:39]>>[F:1][c:2]1[cH:3][cH:4][c:5]([O:11][CH2:12][c:13]2[cH:14][cH:15][c:16](-[c:19]3[cH:20][cH:21][c:22]([C:25]([F:26])([F:27])[F:28])[cH:23][cH:24]3)[cH:17][cH:18]2)[c:6]([CH2:8][CH2:9][NH2:10])[cH:7]1. Yields the product Cn1c(=O)sc2cc(N3CC(C(=O)NCCO)OC3=O)ccc21. As a reaction SMILES: [CH3:1][n:2]1[c:3](=[O:24])[s:4][c:5]2[c:6]1[cH:7][cH:8][c:9]([N:11]1[C:12](=[O:23])[O:13][CH:14]([C:16]([O:18][CH2:17][CH2:19][CH2:20][CH3:21])=[O:22])[CH2:15]1)[cH:10]2.[CH3:29][C:30]#[N:31].[NH2:25][CH2:26][CH2:27][OH:28]>>[CH3:1][n:2]1[c:3](=[O:24])[s:4][c:5]2[c:6]1[cH:7][cH:8][c:9]([N:11]1[C:12](=[O:23])[O:13][CH:14]([C:16](=[O:18])[NH:25][CH2:26][CH2:27][OH:28])[CH2:15]1)[cH:10]2. Reactants: CCCCOC(=O)C1CN(c2ccc3c(c2)sc(=O)n3C)C(=O)O1, CC#N, NCCO. Yields the product N1(C=CC2=CC=CC=C12)[C@H]([C@@H](CO)O)C=1SC=CC1 ((2S,3R)-3-(1H-indol-1-yl)-3-thien-2-ylpropane-1,2-diol). Isolated yield 73.2%. As a reaction SMILES: CC1(C)[O:6][C@@H:5]([C@@H:7]([C:17]2[S:18][CH:19]=[CH:20][CH:21]=2)[N:8]2[C:16]3[C:11](=[CH:12][CH:13]=[CH:14][CH:15]=3)[CH:10]=[CH:9]2)[CH2:4][O:3]1.C1(S(O)(=O)=O)C=CC=CC=1>CO.C(OCC)(=O)C>[N:8]1([C@@H:7]([C:17]2[S:18][CH:19]=[CH:20][CH:21]=2)[C@H:5]([OH:6])[CH2:4][OH:3])[C:16]2[C:11](=[CH:12][CH:13]=[CH:14][CH:15]=2)[CH:10]=[CH:9]1. Reaction conditions: time 16 hour. Reactants: CC1(OC[C@@H](O1)[C@H](N1C=CC2=CC=CC=C12)C=1SC=CC1)C (1-[(S )-[(4S)-2,2-dimethyl-1,3-dioxolan-4-yl](2-thienyl)methyl]-1H-indole), C1(=CC=CC=C1)S(=O)(=O)O (benzenesulfonic acid). Reported procedure: 1-[(S )-[(4S)-2,2-dimethyl-1,3-dioxolan-4-yl](2-thienyl)methyl]-1H-indole (160 mg, 0.51 mmol) was dissolved in methanol (10 mL) and benzenesulfonic acid (10 mg, 0.06 mmol) was added. The mixture was stirred for 16 hours then diluted with ethyl acetate and washed with a saturated aqueous solution of sodium bicarbonate, water, and saturated brine. The organic layer was separated, dried over anhydrous magnesium sulfate, filtered, and concentrated in vacuo. The crude product was purified via flash c... The solvent is CO (methanol), C(C)(=O)OCC (ethyl acetate). The reactants are [Al+3], O=C(O)c1cnc(Br)s1, [Cl-], [Cl-], [Cl-], O=C(Cl)C(=O)Cl, ClCCl, c1cnc2[nH]ccc2c1. Product: O=C(c1cnc(Br)s1)c1c[nH]c2ncccc12. RXN SMILES: [Al+3:22].[Br:1][c:2]1[s:3][c:4]([C:7](=[O:8])[OH:9])[cH:5][n:6]1.[Cl-:19].[Cl-:20].[Cl-:21].[Cl:23][C:24]([C:25]([Cl:26])=[O:27])=[O:28].[Cl:29][CH2:30][Cl:31].[nH:10]1[cH:11][cH:12][c:13]2[c:14]1[n:15][cH:16][cH:17][cH:18]2>>[Br:1][c:2]1[s:3][c:4]([C:7](=[O:9])[c:12]2[cH:11][nH:10][c:14]3[c:13]2[cH:18][cH:17][cH:16][n:15]3)[cH:5][n:6]1. Starting materials: O=C(c1ncc[nH]1)c1ncc[nH]1, CC(C)(C)OC(=O)NC1CCC(N)CC1, ClC(Cl)Cl, O=C1OC(=O)c2c1cccc2[N+](=O)[O-], O. Product: CC(C)(C)OC(=O)NC1CCC(N2C(=O)c3cccc([N+](=O)[O-])c3C2=O)CC1. RXN SMILES: [C:34]([c:35]1[nH:36][cH:37][cH:38][n:39]1)([c:40]1[nH:41][cH:42][cH:43][n:44]1)=[O:45].[C:5]([CH3:6])([CH3:7])([CH3:8])[O:9][C:10](=[O:11])[NH:12][CH:13]1[CH2:14][CH2:15][CH:16]([NH2:19])[CH2:17][CH2:18]1.[CH:1]([Cl:2])([Cl:3])[Cl:4].[N+:20](=[O:21])([O-:22])[c:23]1[c:24]2[c:25]([cH:31][cH:32][cH:33]1)[C:26](=[O:27])[O:28][C:29]2=[O:30].[OH2:46]>>[C:5]([CH3:6])([CH3:7])([CH3:8])[O:9][C:10](=[O:11])[NH:12][CH:13]1[CH2:14][CH2:15][CH:16]([N:19]2[C:26](=[O:27])[c:25]3[c:24]([c:23]([N+:20](=[O:21])[O-:22])[cH:33][cH:32][cH:31]3)[C:29]2=[O:28])[CH2:17][CH2:18]1. Reactants: COc1nc(C)c(C)nc1NC(=O)Oc1ccccc1, CC(C)c1ccccc1N1CCNCC1. Yields the product COc1nc(C)c(C)nc1NC(=O)N1CCN(c2ccccc2C(C)C)CC1. As a reaction SMILES: [CH3:1][c:2]1[n:3][c:4]([NH:11][C:12]([O:13][c:14]2[cH:15][cH:16][cH:17][cH:18][cH:19]2)=[O:20])[c:5]([O:9][CH3:10])[n:6][c:7]1[CH3:8].[CH:21]([CH3:22])([CH3:23])[c:24]1[c:25]([N:30]2[CH2:31][CH2:32][NH:33][CH2:34][CH2:35]2)[cH:26][cH:27][cH:28][cH:29]1>>[CH3:1][c:2]1[n:3][c:4]([NH:11][C:12](=[O:20])[N:33]2[CH2:32][CH2:31][N:30]([c:25]3[c:24]([CH:21]([CH3:22])[CH3:23])[cH:29][cH:28][cH:27][cH:26]3)[CH2:35][CH2:34]2)[c:5]([O:9][CH3:10])[n:6][c:7]1[CH3:8].